The task is: describe an organic reaction: reactants, conditions, products, and yield. This data is from the Open Reaction Database (ORD), a public repository of structured organic reaction records. The reactants are CC(C)(C)c1ccc2c(c1O)CCCC2, COC(Cl)Cl, [Cl-], ClCCl. The product is CC(C)(C)c1cc(C=O)c2c(c1O)CCCC2. Reaction SMILES: [C:2]([CH3:3])([CH3:4])([CH3:5])[c:6]1[c:7]([OH:16])[c:8]2[c:13]([cH:14][cH:15]1)[CH2:12][CH2:11][CH2:10][CH2:9]2.[CH3:17][O:18][CH:19]([Cl:20])[Cl:21].[Cl-:1].[Cl:22][CH2:23][Cl:24]>>[C:2]([CH3:3])([CH3:4])([CH3:5])[c:6]1[c:7]([OH:16])[c:8]2[c:13]([c:14]([CH:17]=[O:18])[cH:15]1)[CH2:12][CH2:11][CH2:10][CH2:9]2.